This data is from the Open Reaction Database (ORD), a public repository of structured organic reaction records. The task is: describe an organic reaction: reactants, conditions, products, and yield Reaction SMILES: C1C=CC=CC=1.[CH:7]([N:10]1[CH2:13][CH:12](CS([O-])(=O)=O)[CH2:11]1)([CH3:9])[CH3:8].[Na].[C:20]1([CH:26]([C:29]2[CH:34]=[CH:33][CH:32]=[CH:31][CH:30]=2)[C:27]#[N:28])[CH:25]=[CH:24][CH:23]=[CH:22][CH:21]=1>O.C1(C)C=CC=CC=1>[C:29]1([C:26]([C:20]2[CH:21]=[CH:22][CH:23]=[CH:24][CH:25]=2)([CH:12]2[CH2:13][N:10]([CH:7]([CH3:9])[CH3:8])[CH2:11]2)[C:27]#[N:28])[CH:30]=[CH:31][CH:32]=[CH:33][CH:34]=1 |^1:18|. Run in O (water), C1(=CC=CC=C1)C (toluene). Product: C1(=CC=CC=C1)C(C#N)(C1CN(C1)C(C)C)C1=CC=CC=C1 (α,α-Diphenyl-α-(1-isopropyl-3-azetidinyl)acetonitrile). Run at time 1.5 hour. Starting materials: C1=CC=CC=C1 (benzene), C(C)(C)N1CC(C1)CS(=O)(=O)[O-] (1-isopropyl-3-azetidinylmethane sulfonate), [Na] (sodium), C1(=CC=CC=C1)C(C#N)C1=CC=CC=C1 (diphenylacetonitrile). Procedure details: The benzene solution of 1-isopropyl-3-azetidinylmethane sulfonate was added dropwise to the stirred refluxing toluene mixture containing the sodium salt of diphenylacetonitrile and refluxing continued for 1.5 hours after addition. The cooled reaction mixture was treated with water, the layers separated, and the organic layer extracted with dilute hydrochloric acid and water. The combined extracts were basified using dilute sodium hydroxide and the base insoluble material extracted with chlorofor... Starting materials: NC1CCCc2ccccc21, O=Cc1ccc(Cl)cc1. As a reaction SMILES: [CH:10]1([NH2:20])[CH2:11][CH2:12][CH2:13][c:14]2[cH:15][cH:16][cH:17][cH:18][c:19]21.[Cl:1][c:2]1[cH:3][cH:4][c:5]([CH:6]=[O:7])[cH:8][cH:9]1>>[Cl:1][c:2]1[cH:3][cH:4][c:5]([CH2:6][NH:20][CH:10]2[CH2:11][CH2:12][CH2:13][c:14]3[cH:15][cH:16][cH:17][cH:18][c:19]32)[cH:8][cH:9]1. Yields the product Clc1ccc(CNC2CCCc3ccccc32)cc1. Reactants: [Br-], CCO, COc1cc2c(cc1OC)C(=O)CC2, ClC(Cl)Cl. Yields the product COc1cc2c(cc1OC)C(=O)C(Br)C2. Reaction SMILES: [Br-:18].[CH3:15][CH2:16][OH:17].[CH3:1][O:2][c:3]1[cH:4][c:5]2[c:9]([cH:10][c:11]1[O:12][CH3:13])[C:8](=[O:14])[CH2:7][CH2:6]2.[CH:19]([Cl:20])([Cl:21])[Cl:22]>>[CH3:1][O:2][c:3]1[cH:4][c:5]2[c:9]([cH:10][c:11]1[O:12][CH3:13])[C:8](=[O:14])[CH:7]([Br:18])[CH2:6]2.